Dataset: the Open Reaction Database (ORD), a public repository of structured organic reaction records. Task: describe an organic reaction: reactants, conditions, products, and yield The reactants are C1(CC1)C=1C(=CC(=NC1)C(=O)O)OCC(F)(F)F (5-Cyclopropyl-4-(2,2,2-trifluoro-ethoxy)-pyridine-2-carboxylic acid), CC1=NN=C(O1)C(CC1COC1)(C)N (2-(5-methyl-1,3,4-oxadiazol-2-yl)-1-(oxetan-3-yl)propan-2-amine). Yields the product C1(CC1)C=1C(=CC(=NC1)C(=O)NC(CC1COC1)(C)C=1OC(=NN1)C)OCC(F)(F)F (5-cyclopropyl-N-[2-(5-methyl-1,3,4-oxadiazol-2-yl)-1-(oxetan-3-yl)propan-2-yl]-4-(2,2,2-trifluoroethoxy)pyridine-2-carboxamide). Reaction SMILES: [CH:1]1([C:4]2[C:5]([O:13][CH2:14][C:15]([F:18])([F:17])[F:16])=[CH:6][C:7]([C:10]([OH:12])=O)=[N:8][CH:9]=2)[CH2:3][CH2:2]1.[CH3:19][C:20]1[O:24][C:23]([C:25]([NH2:32])([CH3:31])[CH2:26][CH:27]2[CH2:30][O:29][CH2:28]2)=[N:22][N:21]=1>>[CH:1]1([C:4]2[C:5]([O:13][CH2:14][C:15]([F:18])([F:17])[F:16])=[CH:6][C:7]([C:10]([NH:32][C:25]([C:23]3[O:24][C:20]([CH3:19])=[N:21][N:22]=3)([CH3:31])[CH2:26][CH:27]3[CH2:30][O:29][CH2:28]3)=[O:12])=[N:8][CH:9]=2)[CH2:2][CH2:3]1. Procedure details: The title compound was synthesized in analogy to Example 112e, using 5-Cyclopropyl-4-(2,2,2-trifluoro-ethoxy)-pyridine-2-carboxylic acid (Example 48c) and 2-(5-methyl-1,3,4-oxadiazol-2-yl)-1-(oxetan-3-yl)propan-2-amine (example 190c) as starting materials and isolated (35 mg, 21%); MS (ESI, m/z): 441.5 (M+H+).